Dataset: the Open Reaction Database (ORD), a public repository of structured organic reaction records. Task: describe an organic reaction: reactants, conditions, products, and yield The yield is 101.4%. Reaction conditions: time 15 minute. Run in CCOCC (ether), CCOCC (ether). Reported procedure: In a 500 ml flask protected by a soda lime tube is placed 8 g (0.108 mole) of 1,3-diaminopropane in 150 ml ether. The solution is stirred in an ice bath for 30 minutes during the slow addition of a solution of 11.1 g (0.0525 mole) dodecyl isocyanate in 50 ml ether. After standing 15 minutes, the white solid precipitate was separated by filtration, washed well with ether, and dried. The 15.2 g solid obtained is crystallized from a mixture of 1100 ml alcohol and 600 ml water. From the 10.7 g which... The product is C(CCCCCCCCCCC)NC(=O)NCCCN (1-Dodecyl-3-(3'-aminopropyl) urea). The reactants are NCCCN (1,3-diaminopropane), C(CCCCCCCCCCC)N=C=O (dodecyl isocyanate). As a reaction SMILES: [NH2:1][CH2:2][CH2:3][CH2:4][NH2:5].[CH2:6]([N:18]=[C:19]=[O:20])[CH2:7][CH2:8][CH2:9][CH2:10][CH2:11][CH2:12][CH2:13][CH2:14][CH2:15][CH2:16][CH3:17]>CCOCC>[CH2:6]([NH:18][C:19]([NH:1][CH2:2][CH2:3][CH2:4][NH2:5])=[O:20])[CH2:7][CH2:8][CH2:9][CH2:10][CH2:11][CH2:12][CH2:13][CH2:14][CH2:15][CH2:16][CH3:17]. Reactants: NC=1C=C(C=CC1)NC(CCN1CCCCC1)=O (N-(3-aminophenyl)-3-(piperidin-1-yl)propanamide), N-mustard isocyanate, Cl.ClCCN(C1=CC=C(C=C1)N)CCCl (N,N-bis(2-chloroethyl)benzene-1,4-diamine hydrochloride), CN(C)C=O (DMF). Product: ClCCN(C1=CC=C(C=C1)NC(NC=1C=C(C=CC1)NC(CCN1CCCCC1)=O)=O)CCCl (N-(3-(3-(4-(Bis(2-chloroethyl)amino)phenyl)ureido)-phenyl)-3-(piperidin-1-yl)-propanamide). Reaction SMILES: [NH2:1][C:2]1[CH:3]=[C:4]([NH:8][C:9](=[O:18])[CH2:10][CH2:11][N:12]2[CH2:17][CH2:16][CH2:15][CH2:14][CH2:13]2)[CH:5]=[CH:6][CH:7]=1.Cl.[Cl:20][CH2:21][CH2:22][N:23]([CH2:31][CH2:32][Cl:33])[C:24]1[CH:29]=[CH:28][C:27]([NH2:30])=[CH:26][CH:25]=1.CN([CH:37]=[O:38])C>>[Cl:20][CH2:21][CH2:22][N:23]([CH2:31][CH2:32][Cl:33])[C:24]1[CH:29]=[CH:28][C:27]([NH:30][C:37](=[O:38])[NH:1][C:2]2[CH:3]=[C:4]([NH:8][C:9](=[O:18])[CH2:10][CH2:11][N:12]3[CH2:17][CH2:16][CH2:15][CH2:14][CH2:13]3)[CH:5]=[CH:6][CH:7]=2)=[CH:26][CH:25]=1 |f:1.2|. Reported procedure: By following the same procedure as that for BO-2091, BO-2147 was prepared from N-(3-aminophenyl)-3-(piperidin-1-yl)propanamide (2.47 g, 10.0 mmol) and N-mustard isocyanate [19, freshly prepared from N-mustard amine hydrochloride 18 (6.1 g, 20 mmol)] in dry DMF. Yield: 4.2 g (82%); mp 108-110° C. The HCl salt of compound BO-2147 was prepared by following the same procedure as that for compound BO-2091. 1H NMR (DMSO-d6) δ: 1.33-1.42 (1H, m, CH), 1.67-1.79 (5H, m, CH), 2.90-2.94 (4H, m, CH2), 3.30-...